describe an organic reaction: reactants, conditions, products, and yield From a dataset of the Open Reaction Database (ORD), a public repository of structured organic reaction records. As a reaction SMILES: [Cl:1][c:2]1[n:3][c:4](-[n:14]2[c:15]([CH:23]([F:24])[F:25])[n:16][c:17]3[c:18]2[cH:19][cH:20][cH:21][cH:22]3)[n:5][c:6]([N:8]2[CH2:9][CH2:10][O:11][CH2:12][CH2:13]2)[n:7]1.[NH2:26][CH2:27][c:28]1[cH:29][n:30][cH:31][cH:32][cH:33]1.[O:34]1[CH2:35][CH2:36][O:37][CH2:38][CH2:39]1.[OH2:40]>>[c:2]1([NH:26][CH2:27][c:28]2[cH:29][n:30][cH:31][cH:32][cH:33]2)[n:3][c:4](-[n:14]2[c:15]([CH:23]([F:24])[F:25])[n:16][c:17]3[c:18]2[cH:19][cH:20][cH:21][cH:22]3)[n:5][c:6]([N:8]2[CH2:9][CH2:10][O:11][CH2:12][CH2:13]2)[n:7]1. Yields the product FC(F)c1nc2ccccc2n1-c1nc(NCc2cccnc2)nc(N2CCOCC2)n1. Reactants: FC(F)c1nc2ccccc2n1-c1nc(Cl)nc(N2CCOCC2)n1, NCc1cccnc1, C1COCCO1, O.